From a dataset of the Open Reaction Database (ORD), a public repository of structured organic reaction records. describe an organic reaction: reactants, conditions, products, and yield Starting materials: C(CCC)[C@H]1CC2(OCCO2)CC[C@@H]1NC(OCC1=CC=CC=C1)=O (benzyl ((7S,8S)-7-(butyl)-1,4-dioxa-spiro[4.5]dec-8-yl)-carbamate), Cl (HCl). Solvent: CC(=O)C (acetone). Yields the product C(CCC)[C@H]1[C@H](CCC(C1)=O)NC(OCC1=CC=CC=C1)=O (benzyl (1S,2R)-2-butyl-4-oxocyclohexylcarbamate). The yield is 115.4%. RXN SMILES: [CH2:1]([C@@H:5]1[C@@H:14]([NH:15][C:16](=[O:25])[O:17][CH2:18][C:19]2[CH:24]=[CH:23][CH:22]=[CH:21][CH:20]=2)[CH2:13][CH2:12][C:7]2(OCC[O:8]2)[CH2:6]1)[CH2:2][CH2:3][CH3:4].Cl>CC(C)=O>[CH2:1]([C@@H:5]1[CH2:6][C:7](=[O:8])[CH2:12][CH2:13][C@@H:14]1[NH:15][C:16](=[O:25])[O:17][CH2:18][C:19]1[CH:20]=[CH:21][CH:22]=[CH:23][CH:24]=1)[CH2:2][CH2:3][CH3:4]. Reported procedure: A solution of benzyl ((7S,8S)-7-(butyl)-1,4-dioxa-spiro[4.5]dec-8-yl)-carbamate (3 g, 0.008 mol) in acetone (30 mL) is treated with 1 N HCl (30 mL) and heated to reflux for 2 hrs. The mixture is concentrated on a rotary evaporator and the residue neutralized with 1 N NaOH and extracted into CH2Cl2. The organic extracts were washed with water, brine, and the solvent remove under vacuum to give 2.8 g of the benzyl (1S,2R)-2-butyl-4-oxocyclohexylcarbamate. This is used without further purification. Starting materials: COCCO, COCCOc1cc([N+](=O)[O-])ccc1F, O=[N+]([O-])c1ccc(F)c(O)c1, CC(C)OC(=O)N=NC(=O)OC(C)C, C1CCOC1, c1ccc(P(c2ccccc2)c2ccccc2)cc1. Product: COCCOc1cc(N)ccc1F. RXN SMILES: [CH3:60][O:61][CH2:62][CH2:63][OH:64].[F:1][c:2]1[c:3]([O:11][CH2:12][CH2:13][O:14][CH3:15])[cH:4][c:5]([N+:8]([O-:9])=[O:10])[cH:6][cH:7]1.[F:30][c:31]1[cH:32][cH:33][c:34]([N+:35]([O-:36])=[O:37])[cH:38][c:39]1[OH:40].[O:16]=[C:17]([O:18][CH:19]([CH3:20])[CH3:21])[N:22]=[N:23][C:24]([O:25][CH:26]([CH3:27])[CH3:28])=[O:29].[O:65]1[CH2:66][CH2:67][CH2:68][CH2:69]1.[c:41]1([P:42]([c:43]2[cH:44][cH:45][cH:46][cH:47][cH:48]2)[c:49]2[cH:50][cH:51][cH:52][cH:53][cH:54]2)[cH:55][cH:56][cH:57][cH:58][cH:59]1>>[F:1][c:2]1[c:3]([O:11][CH2:12][CH2:13][O:14][CH3:15])[cH:4][c:5]([NH2:8])[cH:6][cH:7]1.